From a dataset of the Open Reaction Database (ORD), a public repository of structured organic reaction records. describe an organic reaction: reactants, conditions, products, and yield Reactants: CCC(C(=O)c1ccc(OC)cc1)c1ccccc1, Cl, O, c1ccncc1. Product: CCC(C(=O)c1ccc(O)cc1)c1ccccc1. RXN SMILES: [CH3:1][O:2][c:3]1[cH:4][cH:5][c:6]([C:9]([CH:10]([CH2:11][CH3:12])[c:13]2[cH:14][cH:15][cH:16][cH:17][cH:18]2)=[O:19])[cH:7][cH:8]1.[ClH:20].[OH2:27].[n:21]1[cH:22][cH:23][cH:24][cH:25][cH:26]1>>[OH:2][c:3]1[cH:4][cH:5][c:6]([C:9]([CH:10]([CH2:11][CH3:12])[c:13]2[cH:14][cH:15][cH:16][cH:17][cH:18]2)=[O:19])[cH:7][cH:8]1. The reactants are CC1(NC(=O)OCc2ccccc2)CCN(c2cc(C#N)ccn2)CC1, O=C[O-], CC(C)O, [NH4+]. Yields the product CC1(N)CCN(c2cc(C#N)ccn2)CC1. RXN SMILES: [CH2:1]([O:2][C:3](=[O:4])[NH:10][C:11]1([CH3:25])[CH2:12][CH2:13][N:14]([c:17]2[n:18][cH:19][cH:20][c:21]([C:23]#[N:24])[cH:22]2)[CH2:15][CH2:16]1)[c:5]1[cH:6][cH:7][cH:8][cH:9][cH:26]1.[CH:27]([O-:28])=[O:29].[CH:31]([OH:32])([CH3:33])[CH3:34].[NH4+:30]>>[NH2:10][C:11]1([CH3:25])[CH2:12][CH2:13][N:14]([c:17]2[n:18][cH:19][cH:20][c:21]([C:23]#[N:24])[cH:22]2)[CH2:15][CH2:16]1. The reactants are Clc1nccc2cc(Br)ccc12, CC(N)=O, CCOC(C)=O, [K+], [K+], O=C([O-])[O-]. Yields the product Nc1nccc2cc(Br)ccc12. As a reaction SMILES: [Br:1][c:2]1[cH:3][c:4]2[cH:5][cH:6][n:7][c:8]([Cl:12])[c:9]2[cH:10][cH:11]1.[CH3:13][C:14]([NH2:15])=[O:16].[CH3:23][CH2:24][O:25][C:26](=[O:27])[CH3:28].[K+:17].[K+:18].[O-:19][C:20]([O-:21])=[O:22]>>[Br:1][c:2]1[cH:3][c:4]2[cH:5][cH:6][n:7][c:8]([NH2:15])[c:9]2[cH:10][cH:11]1. Reactants: C(C)OC(C(N(C(CCl)=O)C=1N=CSC1)NC(CCl)=O)=O (2-chloroacetamidothiazol-4-yl N-chloroacetylglycine ethyl ester), [OH-].[K+] (potassium hydroxide). Solvent: C(C)O (ethanol), O (water). The product is ClCC(=O)NC(N(C(CCl)=O)C=1N=CSC1)C(=O)O (2-chloroacetamidothiazol-4-yl N-chloroacetylglycine). Yield: 73.0%. RXN SMILES: C([O:3][C:4](=[O:21])[CH:5]([NH:16][C:17](=[O:20])[CH2:18][Cl:19])[N:6]([C:11]1[N:12]=[CH:13][S:14][CH:15]=1)[C:7](=[O:10])[CH2:8][Cl:9])C.[OH-].[K+]>C(O)C.O>[Cl:19][CH2:18][C:17]([NH:16][CH:5]([C:4]([OH:21])=[O:3])[N:6]([C:11]1[N:12]=[CH:13][S:14][CH:15]=1)[C:7](=[O:10])[CH2:8][Cl:9])=[O:20] |f:1.2|. Reported procedure: To a solution of 3.54 g of 2-chloroacetamidothiazol-4-yl N-chloroacetylglycine ethyl ester in 30 ml of ethanol is added dropwise a solution of 1.68 g of potassium hydroxide in 15 ml of water under ice-cooling, followed by the stirring for 15 minutes. Ethanol is distilled under reduced pressure and the residue is made acidic with 10% hydrochloric acid, followed by the extraction with ethyl acetate. The ethyl acetate layer is washed with water and dried. The distillation of ethyl acetate gives 2.3... The reactants are N1C[C@H](CC1)NC(=O)C12CC3CC(CC(C1)C3)C2 ((S)-N-(Pyrrolidin-3-yl)-1-adamantanecarboxamide), BrCCCCC1=CC=CC=C1 (4-bromobutylbenzene). The product is C1(=CC=CC=C1)CCCCN1C[C@H](CC1)NC(=O)C12CC3CC(CC(C1)C3)C2 ((S)-N-(1-(4-phenylbutyl)pyrrolidin-3-yl)-1-adamantanecarboxamide). The yield is 12.5%. As a reaction SMILES: [NH:1]1[CH2:5][CH2:4][C@H:3]([NH:6][C:7]([C:9]23[CH2:18][CH:13]4[CH2:14][CH:15]([CH2:17][CH:11]([CH2:12]4)[CH2:10]2)[CH2:16]3)=[O:8])[CH2:2]1.Br[CH2:20][CH2:21][CH2:22][CH2:23][C:24]1[CH:29]=[CH:28][CH:27]=[CH:26][CH:25]=1>>[C:24]1([CH2:23][CH2:22][CH2:21][CH2:20][N:1]2[CH2:5][CH2:4][C@H:3]([NH:6][C:7]([C:9]34[CH2:18][CH:13]5[CH2:14][CH:15]([CH2:17][CH:11]([CH2:12]5)[CH2:10]3)[CH2:16]4)=[O:8])[CH2:2]2)[CH:29]=[CH:28][CH:27]=[CH:26][CH:25]=1. Procedure: (S)-N-(Pyrrolidin-3-yl)-1-adamantanecarboxamide (0.38 g) and 4-bromobutylbenzene (0.39 g) were reacted under the same conditions as in Example 1 to give (S)-N-(1-(4-phenylbutyl)pyrrolidin-3-yl)-1-adamantanecarboxamide (0.073 g), melting point 82-84° C.